Dataset: the Open Reaction Database (ORD), a public repository of structured organic reaction records. Task: describe an organic reaction: reactants, conditions, products, and yield Reactants: C([O-])([O-])=O.[K+].[K+] (potassium carbonate), Cl.C[C@H]1NCCC1 ((R)-2-methyl-pyrrolidine hydrochloride), BrCCCC(=O)OCC (Ethyl 4-bromobutyrate). The solvent is CC(CC)=O (2-butanone). Product: C(C)OC(CCCN1[C@@H](CCC1)C)=O (4-((R)-2-Methyl-pyrrolidin-1-yl)-butyric acid ethyl ester). Yield: 100.4%. As a reaction SMILES: Cl.[CH3:2][C@@H:3]1[CH2:7][CH2:6][CH2:5][NH:4]1.C(=O)([O-])[O-].[K+].[K+].Br[CH2:15][CH2:16][CH2:17][C:18]([O:20][CH2:21][CH3:22])=[O:19]>CC(=O)CC>[CH2:21]([O:20][C:18](=[O:19])[CH2:17][CH2:16][CH2:15][N:4]1[CH2:5][CH2:6][CH2:7][C@H:3]1[CH3:2])[CH3:22] |f:0.1,2.3.4|. Procedure details: (R)-2-methyl-pyrrolidine hydrochloride (1.0 g, 8.2 mmol, 1.1 eq) was dissolved in 2-butanone (25 mL) and potassium carbonate (2.2 g, 15.7 mmol, 2.1 eq) was added. Ethyl 4-bromobutyrate (1.07 mL, 7.5 mmol, 1.0 eq) was added and the reaction mixture was refluxed for 2 days. The mixture was allowed to cool to room temperature and solid was filtered off and washed with ether. The filtrate was concentrated under reduced pressure to give 1.5 g of the title compound (yield 99%) which was used in the ne... Reactants: N1CCCC1 (pyrrolidine), aldehyde, C1CCOC1 (THF), C=1C=CC2=C(C1)C(=O)C=C(C2=O)O (lawsone), C=1C=CC2=C(C1)C(=O)C=C(C2=O)O (lawsone), C1(=CC=C(C=C1)S(=O)(=O)O)C (p-toluenesulphonic acid). Run in C1=CC=CC=C1 (benzene). Yields the product CC(CCC=CC=1C(C2=CC=CC=C2C(C1O)=O)=O)(C)C (2-(5,5-dimethylhex-1-enyl)-3-hydroxy-naphthalene-1,4-dione). Reaction SMILES: [CH:1]1[CH:2]=[CH:3][C:4]2[C:11](=[O:12])[C:10]([OH:13])=[CH:9][C:7](=[O:8])[C:5]=2[CH:6]=1.[CH2:14]1COCC1.N1CCCC1.[C:24]1([CH3:34])[CH:29]=[CH:28][C:27](S(O)(=O)=O)=[CH:26][CH:25]=1>C1C=CC=CC=1>[CH3:14][C:24]([CH3:25])([CH3:34])[CH2:29][CH2:28][CH:27]=[CH:26][C:9]1[C:7](=[O:8])[C:5]2[C:4]([C:11](=[O:12])[C:10]=1[OH:13])=[CH:3][CH:2]=[CH:1][CH:6]=2. Procedure: The aldehyde (8.46 mmol) was coupled to lawsone following the procedure set out in Example 42 using lawsone (1.18 g),THF (20 ml), pyrrolidine (672 μl), benzene (40 ml) and p-toluenesulphonic acid (1.95 g). 391 mg of the title compound was isolated after purification. Starting materials: C(C)(=O)O (acetic acid), CCOC1=CC=C2C(=C1)C(=CC(N2)(C)C)C (ethoxyquin), C(C)(=O)O (acetic acid). Product: CCOC1=CC=C2C(=C1)C(=CC(N2)(C)C)C.C(C)(=O)[O-] (ethoxyquin acetate). As a reaction SMILES: [CH3:1][CH2:2][O:3][C:4]1[CH:9]=[C:8]2[C:10]([CH3:16])=[CH:11][C:12]([CH3:15])([CH3:14])[NH:13][C:7]2=[CH:6][CH:5]=1.[C:17]([OH:20])(=[O:19])[CH3:18]>>[CH3:1][CH2:2][O:3][C:4]1[CH:9]=[C:8]2[C:10]([CH3:16])=[CH:11][C:12]([CH3:15])([CH3:14])[NH:13][C:7]2=[CH:6][CH:5]=1.[C:17]([O-:20])(=[O:19])[CH3:18] |f:2.3|. Procedure: 100 g of ethoxyquin and 153.4 g of glacial acetic acid were mixed with stirring at room temperature. Hereby was obtained a 50% by weight solution of ethoxyquin acetate in glacial acetic acid. The solution had a viscosity of 60 cps at 20° C. Reaction SMILES: [C:1]([C:5]1[N:6]=[C:7]([C:10]2[O:11][C:12]3[CH:18]=[CH:17][C:16]([CH2:19][N:20]4[C:28]5[C:23](=[CH:24][CH:25]=[CH:26][CH:27]=5)[CH:22]=[C:21]4[C:29]([O:31]C)=[O:30])=[CH:15][C:13]=3[CH:14]=2)[S:8][CH:9]=1)([CH3:4])([CH3:3])[CH3:2].[OH-].[Na+]>O.C(O)C>[C:1]([C:5]1[N:6]=[C:7]([C:10]2[O:11][C:12]3[CH:18]=[CH:17][C:16]([CH2:19][N:20]4[C:28]5[C:23](=[CH:24][CH:25]=[CH:26][CH:27]=5)[CH:22]=[C:21]4[C:29]([OH:31])=[O:30])=[CH:15][C:13]=3[CH:14]=2)[S:8][CH:9]=1)([CH3:4])([CH3:2])[CH3:3] |f:1.2|. Run in O (water), C(C)O (ethanol). Product: C(C)(C)(C)C=1N=C(SC1)C=1OC2=C(C1)C=C(C=C2)CN2C(=CC1=CC=CC=C21)C(=O)O (1-{[2-(4-tert-butylthiazol-2-yl)benzofuran-5-yl]methyl}indole-2-carboxylic acid). Procedure: A solution of methyl 1-{[2-(4-tert-butylthiazol-2-yl)benzofuran-5-yl]methyl}indole-2-carboxylate (0.86 g) and sodium hydroxide (0.77 g) in a mixture of water (10 ml) and ethanol (20 ml) was stirred under reflux for 2 hours. After removal of solvents, the residue was dissolved into water and the solution was acidified with diluted hydrochloric acid to pH 3. The resulting precipitates were collected by filtration and dried in vacuo to give 1-{[2-(4-tert-butylthiazol-2-yl)benzofuran-5-yl]methyl}ind... The reactants are C(C)(C)(C)C=1N=C(SC1)C=1OC2=C(C1)C=C(C=C2)CN2C(=CC1=CC=CC=C21)C(=O)OC (methyl 1-{[2-(4-tert-butylthiazol-2-yl)benzofuran-5-yl]methyl}indole-2-carboxylate), [OH-].[Na+] (sodium hydroxide). The yield is 96.1%. The reactants are ClC1=CC(=CC=C1)C(=O)OO (m-chloroperbenzoic acid), C([O-])(O)=O.[Na+] (sodium bicarbonate), ClC1=CC=C(OC2=C(C=O)C=CC=C2)C=C1 (4-chlorophenoxybenzaldehyde). Solvent: ClCCl (dichloromethane). Yields the product ClC1=CC=C(OC2=CC=C(C=C2)O)C=C1 (4-(4-chlorophenoxy)phenol). As a reaction SMILES: [Cl:1][C:2]1[CH:16]=[CH:15][C:5]([O:6][C:7]2[CH:14]=[CH:13][CH:12]=[CH:11][C:8]=2C=O)=[CH:4][CH:3]=1.ClC1C=CC=C(C(OO)=[O:25])C=1.C(=O)(O)[O-].[Na+]>ClCCl>[Cl:1][C:2]1[CH:16]=[CH:15][C:5]([O:6][C:7]2[CH:14]=[CH:13][C:12]([OH:25])=[CH:11][CH:8]=2)=[CH:4][CH:3]=1 |f:2.3|. Procedure: The crude aldehyde from step 1 (23.3 g, 0.10 mmol) was dissolved in dichloromethane (500 mL), and m-chloroperbenzoic acid (70%, 50.0 g, 0.20 mmol) and sodium bicarbonate (25.2 g, 0.30 mmol) were added. The resulting heterogeneous mixture was stirred and heated under reflux for 2 h and then quenched with an aqueous solution of sodium sulfite (0.5 M, 500 mL). After stirring at 25° C. for 30 min, the organic phase was separated and the aqueouse phase was extracted with dichloromethane (2×200 mL). T... Starting materials: 22.8, C(C1=CC=CC=C1)C1=CC=C(C(C(=O)O)=C1)O (5-benzylsalicylic acid), C(C)C1=CC=CC=C1 (ethylbenzene), C=O (paraformaldehyde), S(O)(O)(=O)=O (sulfuric acid). Solvent: C(C)(=O)O (acetic acid). The product is 33, C(C1=CC=CC=C1)C1=CC=C(C(C(=O)O)=C1)O.C(C)C1=C(C=CC=C1)C=O (5-benzylsalicylic acid ethylbenzene-formaldehyde). RXN SMILES: [CH2:1]([C:8]1[CH:16]=[C:12]([C:13]([OH:15])=[O:14])[C:11]([OH:17])=[CH:10][CH:9]=1)[C:2]1[CH:7]=[CH:6][CH:5]=[CH:4][CH:3]=1.[CH2:18]([C:20]1[CH:25]=[CH:24][CH:23]=[CH:22][CH:21]=1)[CH3:19].[CH2:26]=[O:27].S(=O)(=O)(O)O>C(O)(=O)C>[CH2:1]([C:8]1[CH:16]=[C:12]([C:13]([OH:15])=[O:14])[C:11]([OH:17])=[CH:10][CH:9]=1)[C:2]1[CH:3]=[CH:4][CH:5]=[CH:6][CH:7]=1.[CH2:18]([C:20]1[CH:25]=[CH:24][CH:23]=[CH:22][C:21]=1[CH:26]=[O:27])[CH3:19] |f:5.6|. Procedure details: To a mixture of 22.8 parts of 5-benzylsalicylic acid, 21.2 parts of ethylbenzene, 3.8 parts of 87% paraformaldehyde and 25 parts of acetic acid was added 1.0 part of 95% sulfuric acid (catalyst). After being heated under reflux for 4 hours, the reaction mixture was washed with water, and unreacted ethylbenzene and water were removed by vacuum distillation to give 33 parts of 5-benzylsalicylic acid-ethylbenzene-formaldehyde co-condensation product. 10 parts of the co-condensation product was conv... Starting materials: C(C)(C)(C)OC(=O)N(C1C=2C=CC(=NC2CCC1)C(=O)OCC)CCC1=C(C=CC(=C1)F)O (rac-ethyl 5-{(tert-butoxycarbonyl)[2-(5-fluoro-2-hydroxyphenyl)ethyl]-amino}-5,6,7,8-tetrahydroquinoline-2-carboxylate), ClC=1C=CC2=C(N=C(O2)C2=CC=C(C=C2)CCl)C1 (5-chloro-2-[4-(chloromethyl)phenyl]-1,3-benzoxazole), C([O-])([O-])=O.[K+].[K+] (potassium carbonate). Solvent: C(C)#N (acetonitrile). Run at time 8 hour. Yields the product C(C)(C)(C)OC(=O)N(C1C=2C=CC(=NC2CCC1)C(=O)OCC)CCC1=C(C=CC(=C1)F)OCC1=CC=C(C=C1)C=1OC2=C(N1)C=C(C=C2)Cl (rac-Ethyl 5-{(tert-butoxycarbonyl)[2-(2-{[4-(5-chloro-1,3-benzoxazol-2-yl)benzyl]oxy}-5-fluoro-phenyl)ethyl]amino}-5,6,7,8-tetrahydroquinoline-2-carboxylate). Reaction SMILES: [C:1]([O:5][C:6]([N:8]([CH2:24][CH2:25][C:26]1[CH:31]=[C:30]([F:32])[CH:29]=[CH:28][C:27]=1[OH:33])[CH:9]1[CH2:18][CH2:17][CH2:16][C:15]2[N:14]=[C:13]([C:19]([O:21][CH2:22][CH3:23])=[O:20])[CH:12]=[CH:11][C:10]1=2)=[O:7])([CH3:4])([CH3:3])[CH3:2].[Cl:34][C:35]1[CH:36]=[CH:37][C:38]2[O:42][C:41]([C:43]3[CH:48]=[CH:47][C:46]([CH2:49]Cl)=[CH:45][CH:44]=3)=[N:40][C:39]=2[CH:51]=1.C(=O)([O-])[O-].[K+].[K+]>C(#N)C>[C:1]([O:5][C:6]([N:8]([CH2:24][CH2:25][C:26]1[CH:31]=[C:30]([F:32])[CH:29]=[CH:28][C:27]=1[O:33][CH2:49][C:46]1[CH:45]=[CH:44][C:43]([C:41]2[O:42][C:38]3[CH:37]=[CH:36][C:35]([Cl:34])=[CH:51][C:39]=3[N:40]=2)=[CH:48][CH:47]=1)[CH:9]1[CH2:18][CH2:17][CH2:16][C:15]2[N:14]=[C:13]([C:19]([O:21][CH2:22][CH3:23])=[O:20])[CH:12]=[CH:11][C:10]1=2)=[O:7])([CH3:2])([CH3:3])[CH3:4] |f:2.3.4|. Procedure details: 4.17 g (9.09 mmol) of rac-ethyl 5-{(tert-butoxycarbonyl)[2-(5-fluoro-2-hydroxyphenyl)ethyl]-amino}-5,6,7,8-tetrahydroquinoline-2-carboxylate, 3.04 g (10.91 mmol) of 5-chloro-2-[4-(chloromethyl)phenyl]-1,3-benzoxazole and 3.14 g (22.74 mmol) of potassium carbonate in 120 ml of acetonitrile were heated to 110° C. and stirred at this temperature overnight. After cooling, the reaction mixture was filtered, the filter cake was washed repeatedly with acetonitrile and the combined filtrates were concen...